From a dataset of the Open Reaction Database (ORD), a public repository of structured organic reaction records. describe an organic reaction: reactants, conditions, products, and yield Reactants: BrC=1C(=NC=CN1)C(=O)N[C@@H](C)C=1N(C(C2=C(C=CC=C2C1)Cl)=O)C1=CC=CC=C1 ((S)-3-bromo-N-(1-(8-chloro-1-oxo-2-phenyl-1,2-dihydroisoquinolin-3-yl)ethyl)pyrazine-2-carboxamide), Cl.CN (methylamine hydrochloride), C(C)(C)N(C(C)C)CC (N,N-diisopropylethylamine). The solvent is O1CCOCC1 (1,4-dioxane). Run at temperature 140 celsius, time 14 hour. Product: ClC=1C=CC=C2C=C(N(C(C12)=O)C1=CC=CC=C1)[C@H](C)NC(=O)C1=NC=CN=C1NC ((S)—N-(1-(8-chloro-1-oxo-2-phenyl-1,2-dihydroisoquinolin-3-yl)ethyl)-3-(methylamino)pyrazine-2-carboxamide). As a reaction SMILES: Br[C:2]1[C:3]([C:8]([NH:10][C@H:11]([C:13]2[N:14]([C:25]3[CH:30]=[CH:29][CH:28]=[CH:27][CH:26]=3)[C:15](=[O:24])[C:16]3[C:21]([CH:22]=2)=[CH:20][CH:19]=[CH:18][C:17]=3[Cl:23])[CH3:12])=[O:9])=[N:4][CH:5]=[CH:6][N:7]=1.Cl.CN.[CH:34]([N:37](CC)C(C)C)(C)C>O1CCOCC1>[Cl:23][C:17]1[CH:18]=[CH:19][CH:20]=[C:21]2[C:16]=1[C:15](=[O:24])[N:14]([C:25]1[CH:30]=[CH:29][CH:28]=[CH:27][CH:26]=1)[C:13]([C@@H:11]([NH:10][C:8]([C:3]1[C:2]([NH:37][CH3:34])=[N:7][CH:6]=[CH:5][N:4]=1)=[O:9])[CH3:12])=[CH:22]2 |f:1.2|. Procedure details: To a solution of (S)-3-bromo-N-(1-(8-chloro-1-oxo-2-phenyl-1,2-dihydroisoquinolin-3-yl)ethyl)pyrazine-2-carboxamide (12) (133 mg, 0.30 mmol) in anhydrous 1,4-dioxane (6 mL) in a sealed tube, methylamine hydrochloride (102 mg, 1.51 mmol) and N,N-diisopropylethylamine (0.25 mL, 1.51 mmol) were added sequentially. The resulting mixture was stirred at 140° C. in a sealed tube for 14 h. The mixture was allowed to cool to RT and then partitioned between ethyl acetate and water. The organic layer was w...